Dataset: the Open Reaction Database (ORD), a public repository of structured organic reaction records. Task: describe an organic reaction: reactants, conditions, products, and yield Reactants: CNC(N[C@H]1[C@H](OC)O[C@@H]([C@H]([C@@H]1O)O)C)=O (Methyl 2,6-dideoxy-2-(N'-methyl-ureido)-β-D-glucopyranoside), N(=O)[O-].[Na+] (sodium nitrite). Run in C(C)(=O)O (acetic acid), O (water). Conditions: time 8 hour. Yields the product CN(C(N[C@H]1[C@H](OC)O[C@@H]([C@H]([C@@H]1O)O)C)=O)N=O (methyl 2,6-dideoxy-2-(N'-methyl-N'-nitroso-ureido)-β-D-glucopyranoside). Isolated yield 57.4%. As a reaction SMILES: [CH3:1][NH:2][C:3](=[O:16])[NH:4][C@@H:5]1[C@@H:12]([OH:13])[C@H:11]([OH:14])[C@@H:10]([CH3:15])[O:9][C@H:6]1[O:7][CH3:8].[N:17]([O-])=[O:18].[Na+]>C(O)(=O)C.O>[CH3:1][N:2]([N:17]=[O:18])[C:3](=[O:16])[NH:4][C@@H:5]1[C@@H:12]([OH:13])[C@H:11]([OH:14])[C@@H:10]([CH3:15])[O:9][C@H:6]1[O:7][CH3:8] |f:1.2|. Procedure details: Methyl 2,6-dideoxy-2-(N'-methyl-ureido)-β-D-glucopyranoside (124 mg) of the formula: ##STR35## was dissolved in a mixture of 0.5 ml of glacial acetic acid and 2.5 ml of water, and the resulting solution was admixed with 55 mg of sodium nitrite at ambient temperature and under agitation to effect the nitrosation. The reaction mixture so obtained was then allowed to stand overnight in a refrigerator, so that a crystalline product was deposited. This crystalline product was collected by filtration ... The reactants are CC(=O)O, [Fe], [K+], CCCCCCC(CCCCCC)n1c(=O)c2ccc3c4cccc5c([N+](=O)[O-])ccc(c6ccc(c1=O)c2c36)c54, [OH-], O. Yields the product CCCCCCC(CCCCCC)n1c(=O)c2ccc3c4cccc5c(NC(C)=O)ccc(c6ccc(c1=O)c2c36)c54. RXN SMILES: [CH3:45][C:46]([OH:47])=[O:48].[Fe:49].[K+:44].[N+:1]([O-:2])(=[O:3])[c:4]1[cH:5][cH:6][c:7]2[c:8]3[cH:9][cH:10][c:11]4[c:12]5[c:13]([cH:14][cH:15][c:16]([c:17]6[cH:18][cH:19][cH:20][c:21]1[c:22]26)[c:23]35)[c:24](=[O:25])[n:26]([CH:29]([CH2:30][CH2:31][CH2:32][CH2:33][CH2:34][CH3:35])[CH2:36][CH2:37][CH2:38][CH2:39][CH2:40][CH3:41])[c:27]4=[O:28].[OH-:43].[OH2:42]>>[NH:1]([c:4]1[cH:5][cH:6][c:7]2[c:8]3[cH:9][cH:10][c:11]4[c:12]5[c:13]([cH:14][cH:15][c:16]([c:17]6[cH:18][cH:19][cH:20][c:21]1[c:22]26)[c:23]35)[c:24](=[O:25])[n:26]([CH:29]([CH2:30][CH2:31][CH2:32][CH2:33][CH2:34][CH3:35])[CH2:36][CH2:37][CH2:38][CH2:39][CH2:40][CH3:41])[c:27]4=[O:28])[C:46]([CH3:45])=[O:47]. Reactants: C[P+](C)(C)CC#N, Cc1ccccc1, C[Si](C)(C)[N-][Si](C)(C)C, [Cl-], OCc1ccc(F)cc1, CC(C)N1CCN(C(=O)c2ccc3[nH]c(C(=O)N4CCC(F)(F)CC4)cc3c2)CC1, [K+]. The product is CC(C)N1CCN(C(=O)c2ccc3c(c2)cc(C(=O)N2CCC(F)(F)CC2)n3Cc2ccc(F)cc2)CC1. Reaction SMILES: [C:2]([CH2:3][P+:4]([CH3:5])([CH3:6])[CH3:7])#[N:8].[CH3:58][c:59]1[cH:60][cH:61][cH:62][cH:63][cH:64]1.[CH3:9][Si:10]([N-:11][Si:12]([CH3:13])([CH3:14])[CH3:15])([CH3:16])[CH3:17].[Cl-:1].[F:19][c:20]1[cH:21][cH:22][c:23]([CH2:24][OH:25])[cH:26][cH:27]1.[F:28][C:29]1([F:57])[CH2:30][CH2:31][N:32]([C:35](=[O:36])[c:37]2[nH:38][c:39]3[cH:40][cH:41][c:42]([C:46](=[O:47])[N:48]4[CH2:49][CH2:50][N:51]([CH:54]([CH3:55])[CH3:56])[CH2:52][CH2:53]4)[cH:43][c:44]3[cH:45]2)[CH2:33][CH2:34]1.[K+:18]>>[F:19][c:20]1[cH:21][cH:22][c:23]([CH2:24][n:38]2[c:37]([C:35]([N:32]3[CH2:31][CH2:30][C:29]([F:28])([F:57])[CH2:34][CH2:33]3)=[O:36])[cH:45][c:44]3[c:39]2[cH:40][cH:41][c:42]([C:46](=[O:47])[N:48]2[CH2:49][CH2:50][N:51]([CH:54]([CH3:55])[CH3:56])[CH2:52][CH2:53]2)[cH:43]3)[cH:26][cH:27]1. The reactants are C(=O)(O)C1CCN(CC1)C1=CC=C(C=C1)C#N (4-carboxy-1-(4-cyanophenyl)-piperidine), Cl.COC(=O)[C@@H]1CC[C@H](CC1)NCCCC1=CC=CC=C1 (N-[trans-4-(methoxycarbonyl)-cyclohexyl]-N-(3-phenylpropyl)-amine-hydrochloride), ON1N=NC2=C1C=CC=C2 (1-hydroxy-(1H)-benzotriazole), N1(N=NC2=C1C=CC=C2)OC(=[N+](C)C)N(C)C.F[B-](F)(F)F (2-[(1H)-benzotriazol-1-yl]-1,1,3,3-tetramethyl-uronium tetrafluoroborate), CN1CCOCC1 (N-methyl-morpholine). Run in CN(C=O)C (dimethylformamide), C([O-])(O)=O.[Na+] (sodium bicarbonate). The product is C(#N)C1=CC=C(C=C1)N1CCC(CC1)C(=O)N(CCCC1=CC=CC=C1)[C@@H]1CC[C@H](CC1)C(=O)OC (1-(4-Cyanophenyl)-4-[N-[trans-4-(methoxycarbonyl)-cyclohexyl]-N-(3-phenylpropyl)-aminocarbonyl]-piperidine). Reaction SMILES: [C:1]([CH:4]1[CH2:9][CH2:8][N:7]([C:10]2[CH:15]=[CH:14][C:13]([C:16]#[N:17])=[CH:12][CH:11]=2)[CH2:6][CH2:5]1)([OH:3])=O.Cl.[CH3:19][O:20][C:21]([C@H:23]1[CH2:28][CH2:27][C@H:26]([NH:29][CH2:30][CH2:31][CH2:32][C:33]2[CH:38]=[CH:37][CH:36]=[CH:35][CH:34]=2)[CH2:25][CH2:24]1)=[O:22].ON1C2C=CC=CC=2N=N1.N1(OC(N(C)C)=[N+](C)C)C2C=CC=CC=2N=N1.F[B-](F)(F)F.CN1CCOCC1>CN(C)C=O.C(=O)(O)[O-].[Na+]>[C:16]([C:13]1[CH:14]=[CH:15][C:10]([N:7]2[CH2:8][CH2:9][CH:4]([C:1]([N:29]([C@H:26]3[CH2:27][CH2:28][C@H:23]([C:21]([O:20][CH3:19])=[O:22])[CH2:24][CH2:25]3)[CH2:30][CH2:31][CH2:32][C:33]3[CH:38]=[CH:37][CH:36]=[CH:35][CH:34]=3)=[O:3])[CH2:5][CH2:6]2)=[CH:11][CH:12]=1)#[N:17] |f:1.2,4.5,8.9|. Procedure details: A solution of 1.37 g of 4-carboxy-1-(4-cyanophenyl)-piperidine, 1.85 g of N-[trans-4-(methoxycarbonyl)-cyclohexyl]-N-(3-phenylpropyl)-amine-hydrochloride, 0.88 g of 1-hydroxy-(1H)-benzotriazole, 2.1 g of 2-[(1H)-benzotriazol-1-yl]-1,1,3,3-tetramethyl-uronium-tetrafluoroborate and 1.43 ml of N-methyl-morpholine in 40 ml of dimethylformamide is heated to 60° C. for 6 hours. After cooling, the mixture is diluted with sodium bicarbonate solution and the aqueous phase is extracted with ethyl acetate....